From a dataset of the Open Reaction Database (ORD), a public repository of structured organic reaction records. describe an organic reaction: reactants, conditions, products, and yield Reactants: C(C)(C)(C)OC(=O)N1CC2C(N(C=3C(=CC(=CC23)NC2=NC=CC=C2)C(F)(F)F)C)CC1 (5-methyl-8-(pyridinylamino)-6-trifluoromethyl-1,3,4,4a,5,9b-hexahydro-pyrido[4,3-b]indole-2-carboxylic acid tert-butyl ester), CC(C)(C)[O-].[Na+] (NaOt-Bu), C(C)(C)(C)OC(=O)N1C[C@@H]2[C@@H](N(C=3C(=CC(=CC23)Br)C#N)C)CC1 ((4aS,9bR)-8-bromo-6-cyano-5-methyl-1,3,4,4a,5,9b-hexahydro-pyrido[4,3-b]indole-2-carboxylic acid tert-butyl ester), ClC1=NC(=CC=C1N)C(F)(F)F (2-chloro-6-trifluoromethyl-pyridin-3-ylamine). Yields the product ClC1=NC(=CC=C1NC=1C=C2[C@H]3[C@@H](N(C2=C(C1)C#N)C)CCNC3)C(F)(F)F ((4aS,9bR)-8-(2-chloro-6-trifluoromethyl-pyridin-3-ylamino)-5-methyl-2,3,4,4a,5,9b-hexahydro-1H-pyrido[4,3-b]indole-6-carbonitrile). Reaction SMILES: C(OC(N1CCC2N(C)C3C(C(F)(F)F)=CC(NC4C=CC=CN=4)=CC=3C2C1)=O)(C)(C)C.C(OC([N:40]1[CH2:56][CH2:55][C@@H:43]2[N:44]([CH3:54])[C:45]3[C:46]([C:52]#[N:53])=[CH:47][C:48](Br)=[CH:49][C:50]=3[C@@H:42]2[CH2:41]1)=O)(C)(C)C.[Cl:57][C:58]1[C:63]([NH2:64])=[CH:62][CH:61]=[C:60]([C:65]([F:68])([F:67])[F:66])[N:59]=1.CC([O-])(C)C.[Na+]>>[Cl:57][C:58]1[C:63]([NH:64][C:48]2[CH:49]=[C:50]3[C:45](=[C:46]([C:52]#[N:53])[CH:47]=2)[N:44]([CH3:54])[C@H:43]2[CH2:55][CH2:56][NH:40][CH2:41][C@@H:42]32)=[CH:62][CH:61]=[C:60]([C:65]([F:66])([F:67])[F:68])[N:59]=1 |f:3.4|. Reported procedure: The title compound was prepared by following the general method for (5-methyl-6-trifluoromethyl-2,3,4,4a,5,9b-hexahydro-1H-pyrido[4,3-b]indol-8-yl)-pyridin-3-yl-amine (Method A) as an oil (40 mg, 20%) from (4aS,9bR)-8-bromo-6-cyano-5-methyl-1,3,4,4a,5,9b-hexahydro-pyrido[4,3-b]indole-2-carboxylic acid tert-butyl ester (Example 158, 196 mg, 0.5 mmol), 2-chloro-6-trifluoromethyl-pyridin-3-ylamine(186 mg, 1.5 mmol) and NaOt-Bu (144 mg, 1.5 mmol). MS (ESI): 408 (base, M+H). Reactants: C(C1=CC=CC=C1)NC(=O)C1N(CCN(C1)N=O)C(C)=O (rac-N-benzyl-1-acetyl-4-nitrosopiperazine-2-carboxamide). Reagents/catalysts: [Zn] (zinc). Solvent: O (water), C(C)(=O)O (acetic acid). Run at temperature 55 celsius, time 2 hour. Yields the product C(C1=CC=CC=C1)NC(=O)C1N(CCN(C1)N)C(C)=O (rac-N-benzyl-1-acetyl-4-aminopiperazine-2-carboxamide). The yield is 43.9%. RXN SMILES: [CH2:1]([NH:8][C:9]([CH:11]1[CH2:16][N:15]([N:17]=O)[CH2:14][CH2:13][N:12]1[C:19](=[O:21])[CH3:20])=[O:10])[C:2]1[CH:7]=[CH:6][CH:5]=[CH:4][CH:3]=1>O.C(O)(=O)C.[Zn]>[CH2:1]([NH:8][C:9]([CH:11]1[CH2:16][N:15]([NH2:17])[CH2:14][CH2:13][N:12]1[C:19](=[O:21])[CH3:20])=[O:10])[C:2]1[CH:7]=[CH:6][CH:5]=[CH:4][CH:3]=1. Procedure details: To a mixture of rac-N-benzyl-1-acetyl-4-nitrosopiperazine-2-carboxamide (655 mg) in water (2 ml) and acetic acid (0.65 ml) was added zinc powder (443 mg) as portions during the period of 2 hours at 8-13° C. (exothermic reaction) with ice-water cooling bath. After removal of the bath, the temperature was raised till 55° C. and the reaction mixture was additionally stirred at 30-40° C. for 2 hours. The zinc residue was filtered off and washed with methanol (50 ml) on the Celite. The combined filtr... Product: C(C)C1=CC=C(C=C1)C1=CC(OC2=CC=C(C=C12)C#CC1=CC=C(C(=O)OCC)C=C1)(C)C (Ethyl 4-[[4-(4-ethylphenyl)-2,2-dimethyl-(2H)-chromen-6-yl]-ethynyl]-benzoate), EtOAc hexanes. Isolated yield 2.5%. Reaction SMILES: [CH2:1]([C:3]1[CH:8]=[CH:7][C:6](Br)=[CH:5][CH:4]=1)[CH3:2].C([Li])(C)(C)C.[CH3:15][C:16]1([CH3:47])[CH:25]=[C:24](OS(C(F)(F)F)(=O)=O)[C:23]2[C:18](=[CH:19][CH:20]=[C:21]([C:34]#[C:35][C:36]3[CH:46]=[CH:45][C:39]([C:40]([O:42][CH2:43][CH3:44])=[O:41])=[CH:38][CH:37]=3)[CH:22]=2)[O:17]1>C1COCC1.CCCCC.[Cl-].[Cl-].[Zn+2].C1C=CC([P]([Pd]([P](C2C=CC=CC=2)(C2C=CC=CC=2)C2C=CC=CC=2)([P](C2C=CC=CC=2)(C2C=CC=CC=2)C2C=CC=CC=2)[P](C2C=CC=CC=2)(C2C=CC=CC=2)C2C=CC=CC=2)(C2C=CC=CC=2)C2C=CC=CC=2)=CC=1>[CH2:1]([C:3]1[CH:8]=[CH:7][C:6]([C:24]2[C:23]3[C:18](=[CH:19][CH:20]=[C:21]([C:34]#[C:35][C:36]4[CH:46]=[CH:45][C:39]([C:40]([O:42][CH2:43][CH3:44])=[O:41])=[CH:38][CH:37]=4)[CH:22]=3)[O:17][C:16]([CH3:15])([CH3:47])[CH:25]=2)=[CH:5][CH:4]=1)[CH3:2] |f:5.6.7,^1:64,66,85,104|. The reactants are CC1(OC2=CC=C(C=C2C(=C1)OS(=O)(=O)C(F)(F)F)C#CC1=CC=C(C(=O)OCC)C=C1)C (ethyl 4-(2,2-dimethyl-4-trifluoromethanesulfonyloxy-(2H)-chromen-6-ylethynyl)-benzoate), C(C)C1=CC=C(C=C1)Br (4-ethylbromobenzene), C(C)(C)(C)[Li] (tert-butyllithium), solution, CC1(OC2=CC=C(C=C2C(=C1)OS(=O)(=O)C(F)(F)F)C#CC1=CC=C(C(=O)OCC)C=C1)C (ethyl 4-(2,2-dimethyl-4-trifluoromethanesulfonyloxy-(2H)-chromen-6-ylethynyl)-benzoate). The reagents and catalysts are C=1C=CC(=CC1)[P](C=2C=CC=CC2)(C=3C=CC=CC3)[Pd]([P](C=4C=CC=CC4)(C=5C=CC=CC5)C=6C=CC=CC6)([P](C=7C=CC=CC7)(C=8C=CC=CC8)C=9C=CC=CC9)[P](C=1C=CC=CC1)(C=1C=CC=CC1)C=1C=CC=CC1 (tetrakis(triphenylphosphine)palladium(0)), [Cl-].[Cl-].[Zn+2] (ZnCl2). Reported procedure: A solution of 4-ethylbromobenzene (280.0 mg, 1.51 mmol) in 3.0 mL of THF was cooled to -78° C. and tert-butyllithium (198.6 mg, 3.10 mmol, 1.9 ml of a 1.7M solution in pentane) was added to give a yellow solution. After 30 minutes a solution of ZnCl2 (408.0 mg, 3.10 mmol) in 5.0 mL THF was slowly added via cannula. The resulting solution was warmed to room temperature and transferred via cannula to a solution of ethyl 4-(2,2-dimethyl-4-trifluoromethanesulfonyloxy-(2H)-chromen-6-ylethynyl)-benzoa... Solvent: C1CCOC1 (THF), C1CCOC1 (THF), CCCCC (pentane), C1CCOC1 (THF).